Dataset: the Open Reaction Database (ORD), a public repository of structured organic reaction records. Task: describe an organic reaction: reactants, conditions, products, and yield Starting materials: Cl (hydrochloric acid), CC1=C(N=C(S1)C1=CC=CC=C1)COC1=CC=C(CN2C=C(C(=C2)C2=CC=CC=C2)CCC(=O)OCC)C=C1 (ethyl 3-[1-[4-(5-methyl-2-phenyl-4-thiazolylmethoxy)benzyl]-4-phenyl-3-pyrrolyl]propionate), [OH-].[Na+] (sodium hydroxide), O1CCCC1 (tetrahydrofuran). The solvent is C(C)O (ethanol). Run at time 8 hour. Yields the product CC1=C(N=C(S1)C1=CC=CC=C1)COC1=CC=C(CN2C=C(C(=C2)C2=CC=CC=C2)CCC(=O)O)C=C1 (3-[1-[4-(5-methyl-2-phenyl-4-thiazolylmethoxy)benzyl]-4-phenyl-3-pyrrolyl]propionic acid). Yield: 77.8%. As a reaction SMILES: [CH3:1][C:2]1[S:6][C:5]([C:7]2[CH:12]=[CH:11][CH:10]=[CH:9][CH:8]=2)=[N:4][C:3]=1[CH2:13][O:14][C:15]1[CH:39]=[CH:38][C:18]([CH2:19][N:20]2[CH:24]=[C:23]([C:25]3[CH:30]=[CH:29][CH:28]=[CH:27][CH:26]=3)[C:22]([CH2:31][CH2:32][C:33]([O:35]CC)=[O:34])=[CH:21]2)=[CH:17][CH:16]=1.[OH-].[Na+].O1CCCC1.Cl>C(O)C>[CH3:1][C:2]1[S:6][C:5]([C:7]2[CH:12]=[CH:11][CH:10]=[CH:9][CH:8]=2)=[N:4][C:3]=1[CH2:13][O:14][C:15]1[CH:16]=[CH:17][C:18]([CH2:19][N:20]2[CH:24]=[C:23]([C:25]3[CH:26]=[CH:27][CH:28]=[CH:29][CH:30]=3)[C:22]([CH2:31][CH2:32][C:33]([OH:35])=[O:34])=[CH:21]2)=[CH:38][CH:39]=1 |f:1.2|. Procedure: A mixture of ethyl 3-[1-[4-(5-methyl-2-phenyl-4-thiazolylmethoxy)benzyl]-4-phenyl-3-pyrrolyl]propionate (671 mg), 1N aqueous sodium hydroxide solution (2.5 ml), tetrahydrofuran (5 ml), and ethanol (5 ml) was stirred at room temperature overnight, and 1N hydrochloric acid (2.5 ml) was added to the mixture, which was extracted with ethyl acetate. The ethyl acetate layer was washed with saturated aqueous sodium chloride solution, dried (MgSO4), then concentrated. The colorless crystals obtained wer... Starting materials: N (ammonia), CC=1C=C(N)C=C(C1)C (3,5-dimethylaniline), CS(=O)(=O)O (methanesulfonic acid), diazonium, ice, cuprous chloride, Cl (hydrochloric acid), ice, [N+](=O)([O-])[O-].[Na+] (sodium nitrate). The solvent is C(C)(=O)O (acetic acid). Reaction conditions: time 8 hour. Yields the product ClC=1C=C(C=C(C1)C)C (5-chloro-m-xylene). RXN SMILES: [CH3:1][C:2]1[CH:3]=[C:4]([CH:6]=[C:7]([CH3:9])[CH:8]=1)N.CS(O)(=O)=O.[N+]([O-])([O-])=O.[Na+].N.[ClH:21]>C(O)(=O)C>[Cl:21][C:4]1[CH:6]=[C:7]([CH3:9])[CH:8]=[C:2]([CH3:1])[CH:3]=1 |f:2.3|. Procedure details: A solution of 3,5-dimethylaniline (36.3 g; 0.3 mole) in glacial acetic acid (200 ml) is treated with methanesulfonic acid (60 g) and the stirred mixture cooled to 0°-5° C. in an ice-salt bath. An ice cold solution of sodium nitrate (21 g in 80 ml H2O) is slowly added over a half hour period and this diazonium solution then added quickly to an ice cold solution of cuprous chloride [from copper sulphate 5 H2O (125 g), sodium chloride (32.5 g) and sodium sulphate (71 g)] in concentrated hydrochlori... Starting materials: IC1=CC=C(C(=O)OC)C=C1 (methyl 4-iodobenzoate), C[Si](C)(C)C#C (trimethylsilylacetylene), TEA. Reagents/catalysts: C=1C=CC(=CC1)[P](C=2C=CC=CC2)(C=3C=CC=CC3)[Pd]([P](C=4C=CC=CC4)(C=5C=CC=CC5)C=6C=CC=CC6)([P](C=7C=CC=CC7)(C=8C=CC=CC8)C=9C=CC=CC9)[P](C=1C=CC=CC1)(C=1C=CC=CC1)C=1C=CC=CC1 (Pd(PPh3)4), [Cu]I (CuI). The solvent is C1(=CC=CC=C1)C (toluene). Run at time 3 hour. Product: C(#C)C1=CC=C(C(=O)OC)C=C1 (Methyl 4-ethynylbenzoate). The yield is 147.4%. As a reaction SMILES: I[C:2]1[CH:11]=[CH:10][C:5]([C:6]([O:8][CH3:9])=[O:7])=[CH:4][CH:3]=1.C[Si]([C:16]#[CH:17])(C)C>C1(C)C=CC=CC=1.C1C=CC([P]([Pd]([P](C2C=CC=CC=2)(C2C=CC=CC=2)C2C=CC=CC=2)([P](C2C=CC=CC=2)(C2C=CC=CC=2)C2C=CC=CC=2)[P](C2C=CC=CC=2)(C2C=CC=CC=2)C2C=CC=CC=2)(C2C=CC=CC=2)C2C=CC=CC=2)=CC=1.[Cu]I>[C:16]([C:2]1[CH:11]=[CH:10][C:5]([C:6]([O:8][CH3:9])=[O:7])=[CH:4][CH:3]=1)#[CH:17] |^1:28,30,49,68|. Reported procedure: To a solution of methyl 4-iodobenzoate (1.5 g, 5.72 mmol) and trimethylsilylacetylene (Aldrich, 1.58 mL, 11.45 mmol) in toluene (12 mL) were added Pd(PPh3)4 (0.66 g, 0.57 mmol), CuI (0.16 g, 0.86 mmol), and TEA (6.4 mL, 45.80 mmol). The resulting reaction mixture was purged with nitrogen for 3 min and stirred at rt for 3 h. The reaction mixture was diluted with ethyl acetate and NH4Cl solution. The organic layer was separated, washed with brine, dried over MgSO4 and concentrated in vacuo. The re...